Dataset: the Open Reaction Database (ORD), a public repository of structured organic reaction records. Task: describe an organic reaction: reactants, conditions, products, and yield Reactants: BrCCC=1C=CC2=C(CCO2)C1 (5-(2-bromoethyl)-2,3-dihydrobenzofuran), CN (methylamine). Solvent: CO (methanol). Product: O1CCC2=C1C=CC(=C2)CCNC (N-{2-(2,3-dihydrobenzofuran-5-yl)ethyl} methylamine). Reaction SMILES: Br[CH2:2][CH2:3][C:4]1[CH:5]=[CH:6][C:7]2[O:11][CH2:10][CH2:9][C:8]=2[CH:12]=1.[CH3:13][NH2:14]>CO>[O:11]1[C:7]2[CH:6]=[CH:5][C:4]([CH2:3][CH2:2][NH:14][CH3:13])=[CH:12][C:8]=2[CH2:9][CH2:10]1. Reported procedure: A solution of 5-(2-bromoethyl)-2,3-dihydrobenzofuran (1.5 g -- see Preparation 20) in 33% methylamine in methanol (40 ml) was heated at 100° C. in a stainless steel pressure vessel for 6 hours then concentrated in vacuo. The residue was partitioned between dichloromethane (50 ml) and 10% aqueous sodium carbonate (50 ml). The layers were separated and the aqueous layer was further extracted with dichloromethane (2×50 ml). The aqueous layer was concentrated in vacuo to give a solid which was tritu...